describe an organic reaction: reactants, conditions, products, and yield From a dataset of the Open Reaction Database (ORD), a public repository of structured organic reaction records. The reactants are C(C1=CC=CC=C1)OCN1C(=C(C=C1Br)C(=O)OCC)COC (ethyl 1-benzyloxymethyl-5-bromo-2-methoxymethyl-1H-pyrrol-3-carboxylate), BrC1=CC(=C(N1COCC[Si](C)(C)C)COC)C(=O)OCC (ethyl 5-bromo-2-methoxymethyl-1-(2-trimethylsilylethoxymethyl)-1H-pyrrol-3-carboxylate). Product: C(C1=CC=CC=C1)OCN1C(=C(C=C1Br)C(=O)OCC)C=O (Ethyl 1-benzyloxymethyl-5-bromo-2-formyl-1H-pyrrol-3-carboxylate). Yield: 95.0%. RXN SMILES: [CH2:1]([O:8][CH2:9][N:10]1[C:14]([Br:15])=[CH:13][C:12]([C:16]([O:18][CH2:19][CH3:20])=[O:17])=[C:11]1[CH2:21][O:22]C)[C:2]1[CH:7]=[CH:6][CH:5]=[CH:4][CH:3]=1.BrC1N(COCC[Si](C)(C)C)C(COC)=C(C(OCC)=O)C=1>>[CH2:1]([O:8][CH2:9][N:10]1[C:14]([Br:15])=[CH:13][C:12]([C:16]([O:18][CH2:19][CH3:20])=[O:17])=[C:11]1[CH:21]=[O:22])[C:2]1[CH:7]=[CH:6][CH:5]=[CH:4][CH:3]=1. Reported procedure: Reaction and post treatment were carried out in the same manner as in Reference example 15-(f) except for using 895 g (purity: 85.1%, 1.99 mol) of ethyl 1-benzyloxymethyl-5-bromo-2-methoxymethyl-1H-pyrrol-3-carboxylate obtained in Reference example 17-(b) in place of ethyl 5-bromo-2-methoxymethyl-1-(2-trimethylsilylethoxymethyl)-1H-pyrrol-3-carboxylate, whereby 805 g (purity: 86.3%) of the title compound was obtained as a brownish oil. (Yield: 95%)